Task: describe an organic reaction: reactants, conditions, products, and yield. Dataset: the Open Reaction Database (ORD), a public repository of structured organic reaction records Reactants: N1C(COCC1)=O (3-morpholinone), C(=O)([O-])[O-].[Cs+].[Cs+] (Cs2CO3), N1=C(C=CC=C1)C(=O)O (picolinic acid), [OH-].[Na+] (NaOH), ClC1=CC(=C(C(=N1)SCC)C(=O)NCC1=CC(=CC=C1)F)C (6-chloro-2-ethylsulfanyl-N-[(3-fluorophenyl)-methyl]-4-methyl-pyridine-3-carboxylic acid amide), [Na+].[I-] (NaI), ClC(Cl)(Cl)[SiH3] (trichloromethylsilane). Reagents/catalysts: [Cu]I (CuI). The solvent is CCOC(=O)C (EtOAc), C(CC)#N (propionitrile). Conditions: temperature 110 celsius. Product: C(C)SC1=NC(=CC(=C1C(=O)NCC1=CC(=CC=C1)F)C)N1C(COCC1)=O (2-Ethylsulfanyl-N-[(3-fluorophenyl)-methyl]-4-methyl-6-(3-oxo-morpholin-4-yl)-pyridine-3-carboxylic acid amide). The yield is 5.1%. Reaction SMILES: Cl[C:2]1[N:7]=[C:6]([S:8][CH2:9][CH3:10])[C:5]([C:11]([NH:13][CH2:14][C:15]2[CH:20]=[CH:19][CH:18]=[C:17]([F:21])[CH:16]=2)=[O:12])=[C:4]([CH3:22])[CH:3]=1.[Na+].[I-].ClC([SiH3])(Cl)Cl.[OH-].[Na+].C([O-])([O-])=O.[Cs+].[Cs+].N1C=CC=CC=1C(O)=O.[NH:47]1[CH2:52][CH2:51][O:50][CH2:49][C:48]1=[O:53]>C(#N)CC.[Cu]I.CCOC(C)=O>[CH2:9]([S:8][C:6]1[C:5]([C:11]([NH:13][CH2:14][C:15]2[CH:20]=[CH:19][CH:18]=[C:17]([F:21])[CH:16]=2)=[O:12])=[C:4]([CH3:22])[CH:3]=[C:2]([N:47]2[CH2:52][CH2:51][O:50][CH2:49][C:48]2=[O:53])[N:7]=1)[CH3:10] |f:1.2,4.5,6.7.8|. Reported procedure: A solution of 1.0 g (2.95 mmol) 6-chloro-2-ethylsulfanyl-N-[(3-fluorophenyl)-methyl]-4-methyl-pyridine-3-carboxylic acid amide (synthesis is described in section b) of example 2) in propionitrile (20 ml) was treated with 1.33 g (8.87 mmol) NaI and 1.0 ml (8.28 mmol) trichloromethylsilane. Subsequently the solution was heated at 110° C. for 16 h. The mixture was then partitionated between a 2M aq. NaOH sol and EtOAc. The organic layer was separated, washed with brine, dried over Na2SO4 and concen... Reactants: [Br-].C(C1=CC=CC=C1)[N+]1=CC2=NC(=C(N=C2C=C1)N1CCC(CC1)OC1=C(C=C(C=C1)F)F)NC(C)C (6-benzyl-2-(4-(2,4-difluorophenoxyl)piperidin-1-yl)-3-(isopropylamino)pyrido[3,4-b]pyrazin-6-ium bromide), [BH-](OC(=O)C)(OC(=O)C)OC(=O)C.[Na+] (NaBH(OAc)3). Solvent: C(Cl)Cl (DCM). Run at time 3 day. Yields the product C(C1=CC=CC=C1)N1CC2=NC(=C(N=C2CC1)N1CCC(CC1)OC1=C(C=C(C=C1)F)F)NC(C)C (6-benzyl-2-(4-(2,4-difluorophenoxyl)piperidin-1-yl)-N-isopropyl-5,6,7,8-tetrahydropyrido[3,4-b]pyrazin-3-amine). Isolated yield 103.2%. As a reaction SMILES: [Br-].[CH2:2]([N+:9]1[CH:18]=[CH:17][C:16]2[C:11](=[N:12][C:13]([NH:34][CH:35]([CH3:37])[CH3:36])=[C:14]([N:19]3[CH2:24][CH2:23][CH:22]([O:25][C:26]4[CH:31]=[CH:30][C:29]([F:32])=[CH:28][C:27]=4[F:33])[CH2:21][CH2:20]3)[N:15]=2)[CH:10]=1)[C:3]1[CH:8]=[CH:7][CH:6]=[CH:5][CH:4]=1.[BH-](OC(C)=O)(OC(C)=O)OC(C)=O.[Na+]>C(Cl)Cl>[CH2:2]([N:9]1[CH2:18][CH2:17][C:16]2[C:11](=[N:12][C:13]([NH:34][CH:35]([CH3:37])[CH3:36])=[C:14]([N:19]3[CH2:24][CH2:23][CH:22]([O:25][C:26]4[CH:31]=[CH:30][C:29]([F:32])=[CH:28][C:27]=4[F:33])[CH2:21][CH2:20]3)[N:15]=2)[CH2:10]1)[C:3]1[CH:4]=[CH:5][CH:6]=[CH:7][CH:8]=1 |f:0.1,2.3|. Reported procedure: To a solution of 6-benzyl-2-(4-(2,4-difluorophenoxyl)piperidin-1-yl)-3-(isopropylamino)pyrido[3,4-b]pyrazin-6-ium bromide (7.2 g, 12.62 mmol) in DCM (126 ml) was added NaBH(OAc)3 (16.05 g, 76 mmol). The resulting solution was stirred at room temperature for 3 days. After DCM was removed under vacuum, EtOAc (200 mL) was added to re-dissolve the residue. Then saturated NaHCO3 (150 mL) was added and the mixture was vigorously stirred for 30 min. The organic layer was washed with water (50 mL) and b... Yields the product C=C(C)c1cc(C(=O)OC)cc(-c2ccc(C)cn2)c1. The reactants are COC(=O)c1cc(Br)cc(-c2ccc(C)cn2)c1, C=C(C)B1OC(C)(C)C(C)(C)O1, CN(C)C=O, CC(C)NC(C)C, CC(=O)[O-], CC(=O)[O-], O, [Pd+2]. Reaction SMILES: [Br:1][c:2]1[cH:3][c:4]([C:5](=[O:6])[O:7][CH3:8])[cH:9][c:10](-[c:12]2[n:13][cH:14][c:15]([CH3:18])[cH:16][cH:17]2)[cH:11]1.[C:19](=[CH2:20])([CH3:21])[B:22]1[O:23][C:24]([CH3:25])([CH3:26])[C:27]([CH3:28])([CH3:29])[O:30]1.[CH3:38][N:39]([CH3:40])[CH:41]=[O:42].[CH:31]([NH:32][CH:33]([CH3:34])[CH3:35])([CH3:36])[CH3:37].[O-:45][C:46]([CH3:47])=[O:48].[O-:49][C:50]([CH3:51])=[O:52].[OH2:43].[Pd+2:44]>>[c:2]1([C:19](=[CH2:20])[CH3:21])[cH:3][c:4]([C:5](=[O:6])[O:7][CH3:8])[cH:9][c:10](-[c:12]2[n:13][cH:14][c:15]([CH3:18])[cH:16][cH:17]2)[cH:11]1. Starting materials: IC1=NNC2=CC=C(C=C12)C(F)(F)F (3-iodo-5-(trifluoromethyl)-1H-indazole), CC(C)(C)[O-].[K+] (t-BuOK), IC (iodomethane). The solvent is C1CCOC1 (THF). Conditions: time 30 minute. The product is IC1=NN(C2=CC=C(C=C12)C(F)(F)F)C (3-iodo-1-methyl-5-(trifluoromethyl)-1H-indazole). Isolated yield 79.1%. Reaction SMILES: [I:1][C:2]1[C:10]2[C:5](=[CH:6][CH:7]=[C:8]([C:11]([F:14])([F:13])[F:12])[CH:9]=2)[NH:4][N:3]=1.[CH3:15]C([O-])(C)C.[K+].IC>C1COCC1>[I:1][C:2]1[C:10]2[C:5](=[CH:6][CH:7]=[C:8]([C:11]([F:13])([F:12])[F:14])[CH:9]=2)[N:4]([CH3:15])[N:3]=1 |f:1.2|. Procedure details: To a solution of 3-iodo-5-(trifluoromethyl)-1H-indazole (4.0 g, 12.8 mmol) in THF (80 mL) was added t-BuOK (2.0 g, 17.9 mmol) slowly at 0° C. and mixture stirred for 30 minutes, iodomethane (1.1 mL, 17.9 mmol) was added at 0° C., then warmed to room temperature and stirred for 1.5 hours, quenched with water (30 mL) and extracted with EtOAc (3×30 mL), the organic layer was dried over Na2SO4 and concentrated under reduced pressure. The crude product was washed with ether (5 mL) and filtered to giv... Starting materials: Br, O=C([O-])[O-], Brc1cccc(OCc2ccccc2)n1, [Cs+], [Cs+], C1COCCO1, O, CC1(C)OB(c2ccc3nc(C(=O)Nc4ccccc4)cn3c2)OC1(C)C. The product is O=C(Nc1ccccc1)c1cn2cc(-c3cccc(OCc4ccccc4)n3)ccc2n1. As a reaction SMILES: [BrH:22].[C:16](=[O:17])([O-:18])[O-:19].[CH2:1]([c:2]1[cH:3][cH:4][cH:5][cH:6][cH:7]1)[O:8][c:9]1[n:10][c:11]([Br:15])[cH:12][cH:13][cH:14]1.[Cs+:20].[Cs+:21].[O:50]1[CH2:51][CH2:52][O:53][CH2:54][CH2:55]1.[OH2:56].[c:23]1([NH:29][C:30](=[O:31])[c:32]2[n:33][c:34]3[n:35]([cH:36][c:37]([B:40]4[O:41][C:42]([CH3:43])([CH3:44])[C:45]([CH3:46])([CH3:47])[O:48]4)[cH:38][cH:39]3)[cH:49]2)[cH:24][cH:25][cH:26][cH:27][cH:28]1>>[CH2:1]([c:2]1[cH:3][cH:4][cH:5][cH:6][cH:7]1)[O:8][c:9]1[n:10][c:11](-[c:37]2[cH:36][n:35]3[c:34]([n:33][c:32]([C:30]([NH:29][c:23]4[cH:24][cH:25][cH:26][cH:27][cH:28]4)=[O:31])[cH:49]3)[cH:39][cH:38]2)[cH:12][cH:13][cH:14]1. Starting materials: Cc1c[nH]c2ccccc12, O=Cc1ccccc1, CC1(c2ccccc2)NC(=O)C=C1O. Product: Cc1c(C(C2=C(O)C(C)(c3ccccc3)NC2=O)c2ccccc2)[nH]c2ccccc12. Reaction SMILES: [CH3:23][c:24]1[cH:25][nH:26][c:27]2[cH:28][cH:29][cH:30][cH:31][c:32]12.[CH:15](=[O:16])[c:17]1[cH:18][cH:19][cH:20][cH:21][cH:22]1.[OH:1][C:2]1=[CH:3][C:4](=[O:14])[NH:5][C:6]1([c:7]1[cH:8][cH:9][cH:10][cH:11][cH:12]1)[CH3:13]>>[OH:1][C:2]1=[C:3]([CH:15]([c:17]2[cH:18][cH:19][cH:20][cH:21][cH:22]2)[c:25]2[c:24]([CH3:23])[c:32]3[c:27]([nH:26]2)[cH:28][cH:29][cH:30][cH:31]3)[C:4](=[O:14])[NH:5][C:6]1([c:7]1[cH:8][cH:9][cH:10][cH:11][cH:12]1)[CH3:13].